Dataset: the Open Reaction Database (ORD), a public repository of structured organic reaction records. Task: describe an organic reaction: reactants, conditions, products, and yield Reactants: C1(=CC=CC=C1)C1CC(C=2C=CNC2C1)=O (6-phenyl-4,5,6,7-tetrahydroindol-4-one), [H-].[Na+] (sodium hydride), CI (methyl iodide). Solvent: CN(C=O)C (dimethylformamide), CN(C=O)C (dimethylformamide). Reaction conditions: time 30 minute. Yields the product CN1C=CC=2C(CC(CC12)C1=CC=CC=C1)=O (1-methyl-6-phenyl-4,5,6,7-tetrahydroindol-4-one). Isolated yield 89.1%. RXN SMILES: [H-].[Na+].[C:3]1([CH:9]2[CH2:17][C:16]3[NH:15][CH:14]=[CH:13][C:12]=3[C:11](=[O:18])[CH2:10]2)[CH:8]=[CH:7][CH:6]=[CH:5][CH:4]=1.[CH3:19]I>CN(C)C=O>[CH3:19][N:15]1[C:16]2[CH2:17][CH:9]([C:3]3[CH:8]=[CH:7][CH:6]=[CH:5][CH:4]=3)[CH2:10][C:11](=[O:18])[C:12]=2[CH:13]=[CH:14]1 |f:0.1|. Procedure details: To a suspension of 60% sodium hydride (0.14 g, washed with hexane thrice) in dimethylformamide (10 ml) was added 6-phenyl-4,5,6,7-tetrahydroindol-4-one (0.6 g), and the mixture was stirred at room temperature for 30 minutes. To the mixture was added a solution of methyl iodide (0.44 g) in dimethylformamide (1 ml) at 0° C., and the mixture was stirred at room temperature for 3.5 hours. Under reduced pressure, the solvent was evaporated, and the residue was dissolved in ethyl acetate. The solution... The reactants are C=O (paraformaldehyde), CN(CC=1OC=CC1C)C (N,N,3-trimethyl-2-furanmethanamine), C(CCC)[Li] (n-butyl lithium), O (Water). Solvent: O1CCCC1 (tetrahydrofuran), O1CCCC1 (tetrahydrofuran), CCCCCC (hexane). Run at time 8 hour. Product: CN(C)CC1=C(C=C(O1)CO)C (5-(Dimethylaminomethyl)-4-methyl-2-furanmethanol). Isolated yield 63.9%. RXN SMILES: [CH3:1][N:2]([CH3:10])[CH2:3][C:4]1[O:5][CH:6]=[CH:7][C:8]=1[CH3:9].C([Li])CCC.[CH2:16]=[O:17].O>O1CCCC1.CCCCCC>[CH3:1][N:2]([CH2:3][C:4]1[O:5][C:6]([CH2:16][OH:17])=[CH:7][C:8]=1[CH3:9])[CH3:10]. Procedure: A solution of N,N,3-trimethyl-2-furanmethanamine (10.3 g) in dry tetrahydrofuran (200 ml) under nitrogen was treated over 2 hr with 1.6 M n-butyl lithium in hexane 846.2 ml) at -40° to -45° C. After stirring for 2 hr at room temperature paraformaldehyde (2.3 g) in dry tetrahydrofuran (100 ml) was added and the solution stirred overnight. Water (10 ml) was added and the solvent evaporated. Ethyl acetate (200 ml) and sodium sulphate were added and the organic phase was evaporated giving an oily re... Reactants: solution, CCCC[N+](CCCC)(CCCC)CCCC.[F-] (TBAF), C1CCOC1 (THF), C(=O)(O)[O-].[Na+] (NaHCO3), water ice, C[Si](C)(C)C#CC1=C(C=CC=C1)CC(=O)N (2-(2-((trimethylsilyl)ethynyl)phenyl)acetamide), C(C)(=O)O (acetic acid). Run in C(Cl)Cl (DCM). Yields the product C(#C)C1=C(C=CC=C1)CC(=O)N (2-(2-Ethynylphenyl)acetamide). Yield: 35.8%. RXN SMILES: CCCC[N+](CCCC)(CCCC)CCCC.[F-].C1COCC1.C[Si]([C:28]#[C:29][C:30]1[CH:35]=[CH:34][CH:33]=[CH:32][C:31]=1[CH2:36][C:37]([NH2:39])=[O:38])(C)C.C(O)(=O)C.C([O-])(O)=O.[Na+]>C(Cl)Cl>[C:29]([C:30]1[CH:35]=[CH:34][CH:33]=[CH:32][C:31]=1[CH2:36][C:37]([NH2:39])=[O:38])#[CH:28] |f:0.1,5.6|. Reported procedure: A 1.0 M solution of TBAF in THF (59.1 mL, 59.1 mmol) was slowly added to a cooled (5° C. water/ice bath) solution of 2-(2-((trimethylsilyl)ethynyl)phenyl)acetamide (I7) (11.4 g, 49.3 mmol) in DCM (150 mL) and acetic acid (3.66 mL, 64.1 mmol). The mixture was stirred at 5° C. for 1 hour before 10% aqueous NaHCO3 solution (150 mL) was added. The resulting mixture was extracted with DCM (3×50 mL) then the combined organics were dried (MgSO4), filtered and evaporated in vacuo until approximately 15 ... As a reaction SMILES: [Al+3:20].[C:25]([CH:26]([CH:27]([C:28]([O-:29])=[O:30])[OH:31])[OH:32])([O-:33])=[O:34].[CH2:43]1[O:44][CH2:45][CH2:46][CH2:47]1.[CH3:37][CH2:38][O:39][C:40](=[O:41])[CH3:42].[F:1][c:2]1[c:3]([CH2:4][O:5][c:6]2[n:7][cH:8][c:9]([C:10](=[O:11])[OH:12])[cH:13][cH:14]2)[cH:15][cH:16][cH:17][cH:18]1.[H-:19].[H-:22].[H-:23].[H-:24].[K+:36].[Li+:21].[Na+:35]>>[F:1][c:2]1[c:3]([CH2:4][O:5][c:6]2[n:7][cH:8][c:9]([CH2:10][OH:11])[cH:13][cH:14]2)[cH:15][cH:16][cH:17][cH:18]1. Product: OCc1ccc(OCc2ccccc2F)nc1. Starting materials: [Al+3], O=C([O-])C(O)C(O)C(=O)[O-], C1CCOC1, CCOC(C)=O, O=C(O)c1ccc(OCc2ccccc2F)nc1, [H-], [H-], [H-], [H-], [K+], [Li+], [Na+]. The reactants are FC(C(=O)O)(F)F (Trifluoroacetic Acid), [Si](C)(C)(C(C)(C)C)OCC(CN1C(C2=CC=C(C=C2C(=C1)S(=O)(=O)C1CCN(CC1)C(=O)OC(C)(C)C)C1=C(C(=CC(=C1)C(NC1CC1)=O)F)C)=O)(C)C (tert-butyl 4-({2-(3-{[tert-butyl(dimethyl)silyl]oxy}-2,2-dimethylpropyl)-6-[5-(cyclopropylcarbamoyl)-3-fluoro-2-methylphenyl]-1-oxo-1,2-dihydroisoquinolin-4-yl}sulfonyl)piperidine-1-carboxylate). Solvent: C(Cl)Cl (DCM). Run at time 30 minute. Yields the product C1(CC1)NC(C1=CC(=C(C(=C1)C=1C=C2C(=CN(C(C2=CC1)=O)CC(CO)(C)C)S(=O)(=O)C1CCNCC1)C)F)=O (N-Cyclopropyl-3-fluoro-5-[2-(3-hydroxy-2,2-dimethylpropyl)-1-oxo-4-(piperidin-4-ylsulfonyl)-1,2-dihydroisoquinolin-6-yl]-4-methylbenzamide). Isolated yield 30.8%. RXN SMILES: FC(F)(F)C(O)=O.[Si]([O:15][CH2:16][C:17]([CH3:61])([CH3:60])[CH2:18][N:19]1[CH:28]=[C:27]([S:29]([CH:32]2[CH2:37][CH2:36][N:35](C(OC(C)(C)C)=O)[CH2:34][CH2:33]2)(=[O:31])=[O:30])[C:26]2[C:21](=[CH:22][CH:23]=[C:24]([C:45]3[CH:50]=[C:49]([C:51](=[O:56])[NH:52][CH:53]4[CH2:55][CH2:54]4)[CH:48]=[C:47]([F:57])[C:46]=3[CH3:58])[CH:25]=2)[C:20]1=[O:59])(C(C)(C)C)(C)C>C(Cl)Cl>[CH:53]1([NH:52][C:51](=[O:56])[C:49]2[CH:50]=[C:45]([C:24]3[CH:25]=[C:26]4[C:21](=[CH:22][CH:23]=3)[C:20](=[O:59])[N:19]([CH2:18][C:17]([CH3:61])([CH3:60])[CH2:16][OH:15])[CH:28]=[C:27]4[S:29]([CH:32]3[CH2:33][CH2:34][NH:35][CH2:36][CH2:37]3)(=[O:31])=[O:30])[C:46]([CH3:58])=[C:47]([F:57])[CH:48]=2)[CH2:54][CH2:55]1. Reported procedure: Trifluoroacetic Acid (1 mL) was added to a solution of tert-butyl 4-({2-(3-{[tert-butyl(dimethyl)silyl]oxy}-2,2-dimethylpropyl)-6-[5-(cyclopropylcarbamoyl)-3-fluoro-2-methylphenyl]-1-oxo-1,2-dihydroisoquinolin-4-yl}sulfonyl)piperidine-1-carboxylate (Example 60a, 0.116 g) in DCM (2 mL), and the reaction was stirred at room temperature for 30 min. The reaction was then azeotroped with toluene (3×10 mL), and the residue dissolved in methanol and purified by preparative HPLC (Phenomenex Gemini colum...